This data is from the Open Reaction Database (ORD), a public repository of structured organic reaction records. The task is: describe an organic reaction: reactants, conditions, products, and yield Reactants: [BH4-].[Na+] (sodium borohydride), [OH-].[Na+] (sodium hydroxide), CC(=O)C1=NC=CC=C1 (2-pyridyl methyl ketone), Cl (hydrochloric acid). Run in C(C)(=O)O (acetic acid), CO (methanol), CO (methanol). Conditions: time 4 hour. Yields the product N1=C(C=CC=C1)C(C)O (1-(2-pyridyl)ethanol). As a reaction SMILES: [BH4-].[Na+].[CH3:3][C:4]([C:6]1[CH:11]=[CH:10][CH:9]=[CH:8][N:7]=1)=[O:5].Cl.[OH-].[Na+]>C(O)(=O)C.CO>[N:7]1[CH:8]=[CH:9][CH:10]=[CH:11][C:6]=1[CH:4]([OH:5])[CH3:3] |f:0.1,4.5|. Reported procedure: To a solution of 110 g. of sodium borohydride in 1250 ml. of methanol at 0°C. is added 350 g. of 2-pyridyl methyl ketone in 300 ml. of methanol with stirring. After stirring for 4 hours at 0°-5°C., glacial acetic acid is cautiously added dropwise, followed by ice and concentrated hydrochloric acid. The acidic solution is made basic with aqueous sodium hydroxide and extracted with dichloromethane. The organic layer is dried over magnesium sulfate, concentrated and distilled to give 1-(2-pyridyl)e...